Dataset: the Open Reaction Database (ORD), a public repository of structured organic reaction records. Task: describe an organic reaction: reactants, conditions, products, and yield Starting materials: [C-]#N, C=CC(=O)OC, CN(C)C=O, O=Cc1cccc(F)c1, [K+], O. Yields the product COC(=O)CCC(=O)c1cccc(F)c1. RXN SMILES: [C-:16]#[N:17].[C:10]([CH:11]=[CH2:12])(=[O:13])[O:14][CH3:15].[CH3:20][N:21]([CH3:22])[CH:23]=[O:24].[F:1][c:2]1[cH:3][c:4]([CH:5]=[O:6])[cH:7][cH:8][cH:9]1.[K+:18].[OH2:19]>>[F:1][c:2]1[cH:3][c:4]([C:5](=[O:6])[CH2:12][CH2:11][C:10](=[O:13])[O:14][CH3:15])[cH:7][cH:8][cH:9]1. The reactants are CCO, CC(=O)C(C)C, O=Cc1ccco1. Yields the product CC(C)C(=O)C=Cc1ccco1. Reaction SMILES: [CH3:14][CH2:15][OH:16].[CH3:8][CH:9]([CH3:10])[C:11]([CH3:12])=[O:13].[o:1]1[c:2]([CH:6]=[O:7])[cH:3][cH:4][cH:5]1>>[o:1]1[c:2]([CH:6]=[CH:12][C:11]([CH:9]([CH3:8])[CH3:10])=[O:13])[cH:3][cH:4][cH:5]1. Reactants: C1(=CC=CC=C1)CCN (2-phenylethylamine), I.CNC(SC)=NC (N,N',S-trimethylisothiourea hydriodide), CS (methyl mercaptan). Run in C(C)O (ethanol). Product: I.CNC(=NCCC1=CC=CC=C1)NC (N,N'-dimethyl-N"-2-phenylethylguanidine hydriodide). Reaction SMILES: [C:1]1([CH2:7][CH2:8][NH2:9])[CH:6]=[CH:5][CH:4]=[CH:3][CH:2]=1.[IH:10].[CH3:11][NH:12][C:13](=[N:16][CH3:17])SC.CS>C(O)C>[IH:10].[CH3:11][NH:12][C:13]([NH:16][CH3:17])=[N:9][CH2:8][CH2:7][C:1]1[CH:6]=[CH:5][CH:4]=[CH:3][CH:2]=1 |f:1.2,5.6|. Reported procedure: 2-phenylethylamine (2.4 g.), N,N',S-trimethylisothiourea hydriodide (4.92 g.) and ethanol (70 ml.), were boiled together under reflux for eight hours; methyl mercaptan was evolved. The resulting solution was evaporated to dryness and the residue recrystallised from methanol/ether mixture to yield N,N'-dimethyl-N"-2-phenylethylguanidine hydriodide, melting point 156°-160°C.